describe an organic reaction: reactants, conditions, products, and yield From a dataset of the Open Reaction Database (ORD), a public repository of structured organic reaction records. Starting materials: CC(=O)O, CCO, N=CN, NCC(N)Cc1ccccc1. Product: C1=NC(Cc2ccccc2)CN1. Reaction SMILES: [C:12]([OH:13])(=[O:14])[CH3:15].[CH3:19][CH2:20][OH:21].[CH:16]([NH2:17])=[NH:18].[c:1]1([CH2:7][CH:8]([CH2:9][NH2:10])[NH2:11])[cH:2][cH:3][cH:4][cH:5][cH:6]1>>[c:1]1([CH2:7][CH:8]2[CH2:9][NH:10][CH:12]=[N:11]2)[cH:2][cH:3][cH:4][cH:5][cH:6]1. Yields the product CCCC[Sn](CCCC)(CCCC)CS(=O)c1ccccc1. RXN SMILES: [CH3:10][N:11]([CH3:12])[Sn:13]([CH2:14][CH2:15][CH2:16][CH3:17])([CH2:18][CH2:19][CH2:20][CH3:21])[CH2:22][CH2:23][CH2:24][CH3:25].[CH3:1][S:2](=[O:3])[c:4]1[cH:5][cH:6][cH:7][cH:8][cH:9]1.[CH3:26][NH:27][CH3:28]>>[CH2:1]([S:2](=[O:3])[c:4]1[cH:5][cH:6][cH:7][cH:8][cH:9]1)[Sn:13]([CH2:14][CH2:15][CH2:16][CH3:17])([CH2:18][CH2:19][CH2:20][CH3:21])[CH2:22][CH2:23][CH2:24][CH3:25]. Reactants: CCCC[Sn](CCCC)(CCCC)N(C)C, CS(=O)c1ccccc1, CNC.